This data is from the Open Reaction Database (ORD), a public repository of structured organic reaction records. The task is: describe an organic reaction: reactants, conditions, products, and yield The reactants are NC1=CC=C2C=CC=NC2=C1 (7-aminoquinoline), COC=1C=C(C=CC1C(=O)O)C1=CC=CC=C1 (3-methoxy-1,1′-biphenyl-4-carboxylic acid). Product: COC=1C=C(C=CC1C(=O)NC1=CC=C2C=CC=NC2=C1)C1=CC=CC=C1 (3-Methoxy-N-quinolin-7-yl-1,1′biphenyl-4-carboxamide). As a reaction SMILES: [NH2:1][C:2]1[CH:11]=[C:10]2[C:5]([CH:6]=[CH:7][CH:8]=[N:9]2)=[CH:4][CH:3]=1.[CH3:12][O:13][C:14]1[CH:15]=[C:16]([C:23]2[CH:28]=[CH:27][CH:26]=[CH:25][CH:24]=2)[CH:17]=[CH:18][C:19]=1[C:20](O)=[O:21]>>[CH3:12][O:13][C:14]1[CH:15]=[C:16]([C:23]2[CH:28]=[CH:27][CH:26]=[CH:25][CH:24]=2)[CH:17]=[CH:18][C:19]=1[C:20]([NH:1][C:2]1[CH:11]=[C:10]2[C:5]([CH:6]=[CH:7][CH:8]=[N:9]2)=[CH:4][CH:3]=1)=[O:21]. Procedure details: Using the procedure outlined in Example 56, the title compound was prepared from 7-aminoquinoline (D55) (26 mg, 0.18 mmol) and 3-methoxy-1,1′-biphenyl-4-carboxylic acid (D59) (50 mg, 0.22 mmol) as an off-white solid. MS (ES): MH+ 355. The reactants are Nc1ccc(Br)c(Cl)c1, O=S(=O)(Cl)C1CC1, ClCCl, c1ccncc1. The product is O=S(=O)(Nc1ccc(Br)c(Cl)c1)C1CC1. RXN SMILES: [Br:1][c:2]1[c:3]([Cl:9])[cH:4][c:5]([NH2:6])[cH:7][cH:8]1.[CH:16]1([S:19](=[O:20])(=[O:21])[Cl:22])[CH2:17][CH2:18]1.[Cl:23][CH2:24][Cl:25].[cH:10]1[cH:11][cH:12][n:13][cH:14][cH:15]1>>[Br:1][c:2]1[c:3]([Cl:9])[cH:4][c:5]([NH:6][S:19]([CH:16]2[CH2:17][CH2:18]2)(=[O:20])=[O:21])[cH:7][cH:8]1. The reactants are BrCc1ccccc1, O=C([O-])[O-], CCn1c(=O)c2c(nc(C=Cc3ccc(O)cc3)n2C)n(CC)c1=O, CN(C)C=O, [K+], [K+], O. Yields the product CCn1c(=O)c2c(nc(C=Cc3ccc(OCc4ccccc4)cc3)n2C)n(CC)c1=O. Reaction SMILES: [Br:32][CH2:33][c:34]1[cH:35][cH:36][cH:37][cH:38][cH:39]1.[C:26](=[O:27])([O-:28])[O-:29].[CH2:1]([CH3:2])[n:3]1[c:4](=[O:5])[n:6]([CH2:24][CH3:25])[c:7]2[n:8][c:9]([CH:15]=[CH:16][c:17]3[cH:18][cH:19][c:20]([OH:23])[cH:21][cH:22]3)[n:10]([CH3:14])[c:11]2[c:12]1=[O:13].[CH3:41][N:42]([CH3:43])[CH:44]=[O:45].[K+:30].[K+:31].[OH2:40]>>[CH2:1]([CH3:2])[n:3]1[c:4](=[O:5])[n:6]([CH2:24][CH3:25])[c:7]2[n:8][c:9]([CH:15]=[CH:16][c:17]3[cH:18][cH:19][c:20]([O:23][CH2:33][c:34]4[cH:35][cH:36][cH:37][cH:38][cH:39]4)[cH:21][cH:22]3)[n:10]([CH3:14])[c:11]2[c:12]1=[O:13]. Starting materials: [BH4-], CCC=CCCOC(=O)CCC(=O)CCCCCC, [Na+], O. Yields the product CCC=CCCOC(=O)CCC(O)CCCCCC. RXN SMILES: [BH4-:20].[CH2:1]([CH2:2][CH:3]=[CH:4][CH2:5][CH3:6])[O:7][C:8]([CH2:9][CH2:10][C:11]([CH2:12][CH2:13][CH2:14][CH2:15][CH2:16][CH3:17])=[O:18])=[O:19].[Na+:21].[OH2:22]>>[CH2:1]([CH2:2][CH:3]=[CH:4][CH2:5][CH3:6])[O:7][C:8]([CH2:9][CH2:10][CH:11]([CH2:12][CH2:13][CH2:14][CH2:15][CH2:16][CH3:17])[OH:18])=[O:19].